From a dataset of the Open Reaction Database (ORD), a public repository of structured organic reaction records. describe an organic reaction: reactants, conditions, products, and yield Reactants: C(C)OC(C(C1=C(C(=CC(=C1)OCC)O)F)NC1=CC=C(C=C1)C#N)=O ((RS)-(4-cyano-phenylamino)-(5-ethoxy-2-fluoro-3-hydroxy-phenyl)-acetic acid ethyl ester), C(C)(C)(C)OC(=O)N1CCC(CC1)O (1-tert-butyloxycarbonyl-4-hydroxy-piperidine). Yields the product C(C)(C)(C)OC(=O)N1CCC(CC1)OC1=C(C(=CC(=C1)OCC)C(C(=O)OCC)NC1=CC=C(C=C1)C#N)F ((RS)-4-{3-[(4-cyano-phenylamino)-ethoxycarbonyl-methyl]-5-ethoxy-2-fluoro-phenoxy}-piperidine-1-carboxylic acid tert-butyl ester). As a reaction SMILES: [CH2:1]([O:3][C:4](=[O:26])[CH:5]([NH:17][C:18]1[CH:23]=[CH:22][C:21]([C:24]#[N:25])=[CH:20][CH:19]=1)[C:6]1[CH:11]=[C:10]([O:12][CH2:13][CH3:14])[CH:9]=[C:8]([OH:15])[C:7]=1[F:16])[CH3:2].[C:27]([O:31][C:32]([N:34]1[CH2:39][CH2:38][CH:37](O)[CH2:36][CH2:35]1)=[O:33])([CH3:30])([CH3:29])[CH3:28]>>[C:27]([O:31][C:32]([N:34]1[CH2:39][CH2:38][CH:37]([O:15][C:8]2[CH:9]=[C:10]([O:12][CH2:13][CH3:14])[CH:11]=[C:6]([CH:5]([NH:17][C:18]3[CH:19]=[CH:20][C:21]([C:24]#[N:25])=[CH:22][CH:23]=3)[C:4]([O:3][CH2:1][CH3:2])=[O:26])[C:7]=2[F:16])[CH2:36][CH2:35]1)=[O:33])([CH3:30])([CH3:28])[CH3:29]. Reported procedure: In analogy to example 1.5, (RS)-(4-cyano-phenylamino)-(5-ethoxy-2-fluoro-3-hydroxy-phenyl)-acetic acid ethyl ester described in example 1.4 was reacted with 1-tert-butyloxycarbonyl-4-hydroxy-piperidine to give (RS)-4-{3-[(4-cyano-phenylamino)-ethoxycarbonyl-methyl]-5-ethoxy-2-fluoro-phenoxy}-piperidine-1-carboxylic acid tert-butyl ester. MS: 559.5 ([M+H]+). Reactants: C(C)(=O)NCCSC1=C(N2C([C@H]([C@H]2C1)[C@@H](C)SC1=CC=CC=C1)=O)C(=O)OCC1=CC=C(C=C1)[N+](=O)[O-] (p-Nitrobenzyl (5R,6S)-3-(2-acetamidoethylthio)-6-[(R)-1-phenylthioethyl]-7-oxo-1-azabicyclo[3.2.0]-hept-2-ene-2-carboxylate), C(O)([O-])=O.[Na+] (sodium hydrogen carbonate). Reagents/catalysts: [Pd] (palladium on carbon). Run in O1CCOCC1 (dioxan), O (water), O1CCOCC1 (dioxan), O (water). Yields the product C(C)(=O)NCCSC1=C(N2C([C@H]([C@H]2C1)[C@@H](C)SC1=CC=CC=C1)=O)C(=O)[O-].[Na+] (sodium (5R,6S)-3-(2-acetamidoethylthio)-6-[(R)-1-phenylthioethyl]-7-oxo-1-azabicyclo[3.2.0]hept-2-ene-2-carboxylate). Reaction SMILES: [C:1]([NH:4][CH2:5][CH2:6][S:7][C:8]1[CH2:14][C@H:13]2[N:10]([C:11](=[O:24])[C@H:12]2[C@H:15]([S:17][C:18]2[CH:23]=[CH:22][CH:21]=[CH:20][CH:19]=2)[CH3:16])[C:9]=1[C:25]([O:27]CC1C=CC([N+]([O-])=O)=CC=1)=[O:26])(=[O:3])[CH3:2].C(=O)([O-])O.[Na+:42]>O1CCOCC1.O.[Pd]>[C:1]([NH:4][CH2:5][CH2:6][S:7][C:8]1[CH2:14][C@H:13]2[N:10]([C:11](=[O:24])[C@H:12]2[C@H:15]([S:17][C:18]2[CH:23]=[CH:22][CH:21]=[CH:20][CH:19]=2)[CH3:16])[C:9]=1[C:25]([O-:27])=[O:26])(=[O:3])[CH3:2].[Na+:42] |f:1.2,6.7|. Procedure: p-Nitrobenzyl (5R,6S)-3-(2-acetamidoethylthio)-6-[(R)-1-phenylthioethyl]-7-oxo-1-azabicyclo[3.2.0]-hept-2-ene-2-carboxylate (e 103) (10 mg) in a mixture of dioxan and water (7:3, 5 ml) was added to 5% palladium on carbon catalyst which had been prehydrogenated for 30 min. in a mixture of dioxan and water (7:3, 5 ml). The mixture was hydrogenated at slightly super-atmospheric pressure for 4 hr., when sodium hydrogen carbonate (1.9 mg) was added to the mixture. The catalyst was filtered off and wa... Reactants: N[C@@H](CSC(C1=CC=CC=C1)(C1=CC=CC=C1)C1=CC=CC=C1)C(=O)N[C@@H](CSCNC(=O)C)C(=O)N[C@@H]([C@H](OC(C)(C)C)C)C(=O)N[C@@H](COC(C)(C)C)C(=O)N[C@@H]([C@@H](C)CC)C(=O)N[C@@H](CSC(C1=CC=CC=C1)(C1=CC=CC=C1)C1=CC=CC=C1)C(=O)N[C@@H](COC(C)(C)C)C(=O)N[C@@H](CC(C)C)C(=O)O (H-Cys(Trt)-Cys(Acm)-Thr(But)-Ser(But)-Ile-Cys(Trt)-Ser(But)-Leu-OH), II (iodine), O=C1C(O)=C(O)[C@H](O1)[C@@H](O)CO (ascorbic acid), N (ammonia). Run in C(C(F)(F)F)O (trifluoroethanol), C(C(F)(F)F)O (trifluoroethanol), C(Cl)Cl (methylene chloride), O (water), C(C)(=O)[O-].[NH4+] (ammonium acetate). Yields the product N[C@@H](CS)C(=O)N[C@@H](CSCNC(=O)C)C(=O)N[C@@H]([C@H](OC(C)(C)C)C)C(=O)N[C@@H](COC(C)(C)C)C(=O)N[C@@H]([C@@H](C)CC)C(=O)N[C@@H](CS)C(=O)N[C@@H](COC(C)(C)C)C(=O)N[C@@H](CC(C)C)C(=O)O (H-Cys-Cys(Acm)-Thr(But)-Ser(But)-Ile-Cys-Ser(But)-Leu-OH). RXN SMILES: [NH2:1][C@H:2]([C:24]([NH:26][C@H:27]([C:35]([NH:37][C@H:38]([C:46]([NH:48][C@H:49]([C:56]([NH:58][C@H:59]([C:64]([NH:66][C@H:67]([C:89]([NH:91][C@H:92]([C:99]([NH:101][C@H:102]([C:107]([OH:109])=[O:108])[CH2:103][CH:104]([CH3:106])[CH3:105])=[O:100])[CH2:93][O:94][C:95]([CH3:98])([CH3:97])[CH3:96])=[O:90])[CH2:68][S:69]C(C1C=CC=CC=1)(C1C=CC=CC=1)C1C=CC=CC=1)=[O:65])[C@H:60]([CH2:62][CH3:63])[CH3:61])=[O:57])[CH2:50][O:51][C:52]([CH3:55])([CH3:54])[CH3:53])=[O:47])[C@@H:39]([CH3:45])[O:40][C:41]([CH3:44])([CH3:43])[CH3:42])=[O:36])[CH2:28][S:29][CH2:30][NH:31][C:32]([CH3:34])=[O:33])=[O:25])[CH2:3][S:4]C(C1C=CC=CC=1)(C1C=CC=CC=1)C1C=CC=CC=1.II.O=C1O[C@H]([C@H](CO)O)C(O)=C1O.N>C(O)C(F)(F)F.O.C([O-])(=O)C.[NH4+].C(Cl)Cl>[NH2:1][C@H:2]([C:24]([NH:26][C@H:27]([C:35]([NH:37][C@H:38]([C:46]([NH:48][C@H:49]([C:56]([NH:58][C@H:59]([C:64]([NH:66][C@H:67]([C:89]([NH:91][C@H:92]([C:99]([NH:101][C@H:102]([C:107]([OH:109])=[O:108])[CH2:103][CH:104]([CH3:106])[CH3:105])=[O:100])[CH2:93][O:94][C:95]([CH3:98])([CH3:97])[CH3:96])=[O:90])[CH2:68][SH:69])=[O:65])[C@H:60]([CH2:62][CH3:63])[CH3:61])=[O:57])[CH2:50][O:51][C:52]([CH3:53])([CH3:54])[CH3:55])=[O:47])[C@@H:39]([CH3:45])[O:40][C:41]([CH3:42])([CH3:43])[CH3:44])=[O:36])[CH2:28][S:29][CH2:30][NH:31][C:32]([CH3:34])=[O:33])=[O:25])[CH2:3][SH:4] |f:6.7|. Procedure: 0.47 g of H-Cys(Trt)-Cys(Acm)-Thr(But)-Ser(But)-Ile-Cys(Trt)-Ser(But)-Leu-OH in 15 ml of trifluoroethanol are added over the course of 10 minutes to a vigorously stirred mixture of 18 ml of methylene chloride, saturated with iodine, and 180 ml of trifluoroethanol. 2 minutes after completion of the addition, a solution of 3.2 g of ascorbic acid in 60 ml of water and 30 ml of 1 M ammonium acetate are added, the solution is brought to pH 5.6 with dilute ammonia and the trifluoroethanol is very larg... Reactants: NCCC1CCC(CC1)CCN (1,4-Bis-(2-aminoethyl)cyclohexane), C1CN1 (ethyleneimine), [Cl-].[NH4+] (ammonium chloride). Reported procedure: 1,4-Bis-(2-aminoethyl)cyclohexane (68 gm., 0.4 mole) and ethyleneimine (4.3 gm., 0.1 mole) with 0.4 g. ammonium chloride is mixed in a glasslined pressure reactor and filled with nitrogen to 100 psi. The mixture is shaken and heated to 85°-95° C. for 48 hours. After cooling, it is distilled rapidly free of the salt and then fractionated under high vacuum. The starting diamine is readily distinguished from the triamine product by thin layer chromatography and silica gel using a mixture of 1 volum... Reaction SMILES: [NH2:1][CH2:2][CH2:3][CH:4]1[CH2:9][CH2:8][CH:7]([CH2:10][CH2:11][NH2:12])[CH2:6][CH2:5]1.[CH2:13]1[NH:15][CH2:14]1.[Cl-].[NH4+]>>[NH2:15][CH2:14][CH2:13][NH:1][CH2:2][CH2:3][CH:4]1[CH2:9][CH2:8][CH:7]([CH2:10][CH2:11][NH2:12])[CH2:6][CH2:5]1 |f:2.3|. Product: NCCNCCC1CCC(CC1)CCN (N- (2-Aminoethyl)-1,4-bis-(2-aminoethyl)- cyclohexane).